Dataset: the Open Reaction Database (ORD), a public repository of structured organic reaction records. Task: describe an organic reaction: reactants, conditions, products, and yield Starting materials: CC(C)C1(C)SC(NC2CCCCC2OCc2ccccc2)=NC1=O, ClCCl, C[Si](C)(C)I. Product: CC(C)C1(C)SC(NC2CCCCC2O)=NC1=O. As a reaction SMILES: [CH2:1]([c:2]1[cH:3][cH:4][cH:5][cH:6][cH:7]1)[O:8][CH:9]1[CH:10]([NH:15][C:16]2=[N:20][C:19](=[O:21])[C:18]([CH3:22])([CH:23]([CH3:24])[CH3:25])[S:17]2)[CH2:11][CH2:12][CH2:13][CH2:14]1.[Cl:31][CH2:32][Cl:33].[I:26][Si:27]([CH3:28])([CH3:29])[CH3:30]>>[OH:8][CH:9]1[CH:10]([NH:15][C:16]2=[N:20][C:19](=[O:21])[C:18]([CH3:22])([CH:23]([CH3:24])[CH3:25])[S:17]2)[CH2:11][CH2:12][CH2:13][CH2:14]1. The reactants are CCCCO, Cc1ccc(C2c3c(C)c(N)c(C)c(C)c3OC2(C)C)cc1, ClCCNCCCl, Cl, [Na+], [Na+], O=C([O-])[O-]. Product: Cc1ccc(C2c3c(C)c(N4CCNCC4)c(C)c(C)c3OC2(C)C)cc1, Cl. As a reaction SMILES: [CH2:37]([OH:38])[CH2:39][CH2:40][CH3:41].[CH3:9][C:10]1([CH3:30])[O:11][c:12]2[c:13]([c:22]([CH3:29])[c:23]([NH2:28])[c:24]([CH3:27])[c:25]2[CH3:26])[CH:14]1[c:15]1[cH:16][cH:17][c:18]([CH3:21])[cH:19][cH:20]1.[Cl:2][CH2:3][CH2:4][NH:5][CH2:6][CH2:7][Cl:8].[ClH:1].[Na+:31].[Na+:32].[O-:33][C:34](=[O:35])[O-:36]>>[CH2:3]1[CH2:4][NH:5][CH2:6][CH2:7][N:28]1[c:23]1[c:22]([CH3:29])[c:13]2[c:12]([c:25]([CH3:26])[c:24]1[CH3:27])[O:11][C:10]([CH3:9])([CH3:30])[CH:14]2[c:15]1[cH:16][cH:17][c:18]([CH3:21])[cH:19][cH:20]1.[ClH:2]. Reactants: CN(C)C=O, Clc1ncccn1, [H-], [Na+], O, OCCOc1ccc(Cn2cccn2)cc1. The product is c1cnc(OCCOc2ccc(Cn3cccn3)cc2)nc1. RXN SMILES: [CH3:1][N:2]([CH3:3])[CH:4]=[O:5].[Cl:24][c:25]1[n:26][cH:27][cH:28][cH:29][n:30]1.[H-:6].[Na+:7].[OH2:31].[n:8]1([CH2:13][c:14]2[cH:15][cH:16][c:17]([O:18][CH2:19][CH2:20][OH:21])[cH:22][cH:23]2)[n:9][cH:10][cH:11][cH:12]1>>[n:8]1([CH2:13][c:14]2[cH:15][cH:16][c:17]([O:18][CH2:19][CH2:20][O:21][c:25]3[n:26][cH:27][cH:28][cH:29][n:30]3)[cH:22][cH:23]2)[n:9][cH:10][cH:11][cH:12]1. Starting materials: C1CCOC1, O=C(Cc1ccccc1)N=C=S, Nc1ccc(Oc2nccc3cc[nH]c23)c(F)c1. The product is O=C(Cc1ccccc1)NC(=S)Nc1ccc(Oc2nccc3cc[nH]c23)c(F)c1. As a reaction SMILES: [CH2:31]1[O:32][CH2:33][CH2:34][CH2:35]1.[c:19]1([CH2:25][C:26](=[O:27])[N:28]=[C:29]=[S:30])[cH:20][cH:21][cH:22][cH:23][cH:24]1.[nH:1]1[cH:2][cH:3][c:4]2[c:5]1[c:6]([O:10][c:11]1[c:12]([F:18])[cH:13][c:14]([NH2:17])[cH:15][cH:16]1)[n:7][cH:8][cH:9]2>>[nH:1]1[cH:2][cH:3][c:4]2[c:5]1[c:6]([O:10][c:11]1[c:12]([F:18])[cH:13][c:14]([NH:17][C:29]([NH:28][C:26]([CH2:25][c:19]3[cH:20][cH:21][cH:22][cH:23][cH:24]3)=[O:27])=[S:30])[cH:15][cH:16]1)[n:7][cH:8][cH:9]2. The product is COc1ccc2c(c1CC(O)CO)CCCC2=O. RXN SMILES: [CH2:2]([CH:3]=[CH2:4])[c:5]1[c:6]2[c:11]([cH:12][cH:13][c:14]1[O:15][CH3:16])[C:10](=[O:17])[CH2:9][CH2:8][CH2:7]2.[CH3:24][C:25]([OH:26])([CH3:27])[CH3:28].[Na+:22].[Na+:23].[OH2:1].[S:18](=[O:19])([O-:20])[O-:21]>>[OH:1][CH:3]([CH2:2][c:5]1[c:6]2[c:11]([cH:12][cH:13][c:14]1[O:15][CH3:16])[C:10](=[O:17])[CH2:9][CH2:8][CH2:7]2)[CH2:4][OH:19]. The reactants are C=CCc1c(OC)ccc2c1CCCC2=O, CC(C)(C)O, [Na+], [Na+], O, O=S([O-])[O-].